Dataset: the Open Reaction Database (ORD), a public repository of structured organic reaction records. Task: describe an organic reaction: reactants, conditions, products, and yield Reactants: Cl (hydrochloric acid), [Na] (Sodium), C(C)O (ethanol), NC(=O)N (urea), C(C)OC(=O)C1(N(CCC1)C=1C=NC(=CC1)OC1=CC=C(C=C1)Br)C(=O)OCC (1-[6-(4-Bromo-phenoxy)-pyridin-3-yl]-pyrrolidine-2,2-dicarboxylic acid diethyl ester). The product is BrC1=CC=C(OC2=CC=C(C=N2)N2C(CCC23C(NC(NC3=O)=O)=O)=O)C=C1 (1-[6-(4-Bromo-phenoxy)-pyridin-3-yl]-1,7,9-triaza-spiro[4.5]decane-2,6,8,10-tetraone). Reaction SMILES: [Na].C([O:4][C:5]([C:7]1([C:26](OCC)=[O:27])[CH2:11][CH2:10][CH2:9][N:8]1[C:12]1[CH:13]=[N:14][C:15]([O:18][C:19]2[CH:24]=[CH:23][C:22]([Br:25])=[CH:21][CH:20]=2)=[CH:16][CH:17]=1)=O)C.[NH2:31][C:32]([NH2:34])=[O:33].Cl.C([OH:38])C>>[Br:25][C:22]1[CH:21]=[CH:20][C:19]([O:18][C:15]2[N:14]=[CH:13][C:12]([N:8]3[C:7]4([C:5](=[O:4])[NH:34][C:32](=[O:33])[NH:31][C:26]4=[O:27])[CH2:11][CH2:10][C:9]3=[O:38])=[CH:17][CH:16]=2)=[CH:24][CH:23]=1 |^1:0|. Procedure details: Sodium metal (29 mg, 1.26 mmol) was added to 1.3 mL of ethanol and stirred until homogeneous. of 1-[6-(4-Bromo-phenoxy)-pyridin-3-yl]-pyrrolidine-2,2-dicarboxylic acid diethyl ester (0.20 g, 0.42 mmol) was added, followed by urea (75 mg, 1.26 mmol) and the mixture was stirred for 5 minutes at 80° C. The mixture was cooled to ambient temperature, acidified with 1M hydrochloric acid and extracted 3× with ethyl acetate. The combined organic phases were dried over sodium sulphate, filtered and conce... Starting materials: CC(CC1C=CC(=O)C1)C1CCC2C(O[Si](C)(C)C)CCCC12C, [Li]C, C1CCOC1. Yields the product CC(CC1C=CC(C)(O)C1)C1CCC2C(O[Si](C)(C)C)CCCC12C. RXN SMILES: [CH3:1][Si:2]([O:3][CH:4]1[CH:5]2[CH2:6][CH2:7][CH:8]([CH:14]([CH2:15][CH:16]3[CH:17]=[CH:18][C:19](=[O:21])[CH2:20]3)[CH3:22])[C:9]2([CH3:13])[CH2:10][CH2:11][CH2:12]1)([CH3:23])[CH3:24].[Li:25][CH3:26].[O:27]1[CH2:28][CH2:29][CH2:30][CH2:31]1>>[CH3:1][Si:2]([O:3][CH:4]1[CH:5]2[CH2:6][CH2:7][CH:8]([CH:14]([CH2:15][CH:16]3[CH:17]=[CH:18][C:19]([OH:21])([CH3:26])[CH2:20]3)[CH3:22])[C:9]2([CH3:13])[CH2:10][CH2:11][CH2:12]1)([CH3:23])[CH3:24]. The reactants are NCC1=CC=NC=C1 (4-aminomethylpyridine), resultant mixture, CC(C)(C)[O-].[K+] (t-BuOK), C1=CC=CC2=NC3=CC=CC=C3C(=C12)C(=O)OC1=CC=C(C=C1)CCOS(=O)(=O)C1=CC=C(C)C=C1 (4-(2-tosyloxyethyl)phenyl 9-acridine carboxylate). Solvent: CN(C)C=O (DMF). Conditions: time 5 hour. The product is C1=CC=CC2=NC3=CC=CC=C3C(=C12)C(=O)OC1=CC=C(C=C1)CCN1CCC(CC1)CN (4-[2-(4-aminomethylpiperidin-1-yl)ethyl]phenyl 9-acridinecarboxylate). Isolated yield 17.1%. Reaction SMILES: [CH:1]1[C:14]2[C:5](=[N:6][C:7]3[C:12]([C:13]=2[C:15]([O:17][C:18]2[CH:23]=[CH:22][C:21]([CH2:24][CH2:25]OS(C4C=CC(C)=CC=4)(=O)=O)=[CH:20][CH:19]=2)=[O:16])=[CH:11][CH:10]=[CH:9][CH:8]=3)[CH:4]=[CH:3][CH:2]=1.[NH2:37][CH2:38][C:39]1[CH:44]=[CH:43][N:42]=[CH:41][CH:40]=1.CC([O-])(C)C.[K+]>CN(C=O)C>[CH:11]1[C:12]2[C:7](=[N:6][C:5]3[C:14]([C:13]=2[C:15]([O:17][C:18]2[CH:23]=[CH:22][C:21]([CH2:24][CH2:25][N:42]4[CH2:43][CH2:44][CH:39]([CH2:38][NH2:37])[CH2:40][CH2:41]4)=[CH:20][CH:19]=2)=[O:16])=[CH:1][CH:2]=[CH:3][CH:4]=3)[CH:8]=[CH:9][CH:10]=1 |f:2.3|. Procedure: In 30 ml of DMF, 2.9 g of the compound (3) obtained in Example 3 were dissolved, followed by the addition of 0.59 g of 4-aminomethylpyridine. The resultant mixture was stirred at room temperature, to which 0.60 g of t-BuOK was added under ice cooling. The thus-obtained mixture was stirred at room temperature for 5 hours. The DMF was distilled off under reduced pressure, and the residue was dissolved in CHCl3. The solution so obtained was washed with water and then dried over anhydrous magnesium ... Starting materials: COc1cccc2sc(C(=O)C3CCNCC3)nc12, CCN(C(C)C)C(C)C, O=C(CCl)c1ccc2c(c1)OCCO2, CN(C)C=O. The product is COc1cccc2sc(C(=O)C3CCN(CC(=O)c4ccc5c(c4)OCCO5)CC3)nc12. Reaction SMILES: [CH3:1][O:2][c:3]1[cH:4][cH:5][cH:6][c:7]2[c:8]1[n:9][c:10]([C:12](=[O:13])[CH:14]1[CH2:15][CH2:16][NH:17][CH2:18][CH2:19]1)[s:11]2.[CH:34]([N:35]([CH2:36][CH3:37])[CH:38]([CH3:39])[CH3:40])([CH3:41])[CH3:42].[Cl:20][CH2:21][C:22](=[O:23])[c:24]1[cH:25][c:26]2[c:27]([cH:32][cH:33]1)[O:28][CH2:29][CH2:30][O:31]2.[O:43]=[CH:44][N:45]([CH3:46])[CH3:47]>>[CH3:1][O:2][c:3]1[cH:4][cH:5][cH:6][c:7]2[c:8]1[n:9][c:10]([C:12](=[O:13])[CH:14]1[CH2:15][CH2:16][N:17]([CH2:21][C:22](=[O:23])[c:24]3[cH:25][c:26]4[c:27]([cH:32][cH:33]3)[O:28][CH2:29][CH2:30][O:31]4)[CH2:18][CH2:19]1)[s:11]2. Reactants: OC1=C(C2=C(CCC(O2)CCC(=O)OCC)C=C1)CCC (ethyl 3-(3,4-dihydro-7-hydroxy-8-propyl-2H-1-benzopyran-2-yl)propanoate), C(Br)C1CO1 (epibromohydrin). The product is O1C(C1)COC1=C(C2=C(CCC(O2)CCC(=O)OCC)C=C1)CCC (ethyl 3-[3,4-dihydro-7-(2-oxiranylmethoxy)-8-propyl-2H-1-benzopyran-2-yl]propanoate). RXN SMILES: [OH:1][C:2]1[CH:18]=[CH:17][C:5]2[CH2:6][CH2:7][CH:8]([CH2:10][CH2:11][C:12]([O:14][CH2:15][CH3:16])=[O:13])[O:9][C:4]=2[C:3]=1[CH2:19][CH2:20][CH3:21].[CH2:22]([CH:24]1[O:26][CH2:25]1)Br>>[O:26]1[CH2:25][CH:24]1[CH2:22][O:1][C:2]1[CH:18]=[CH:17][C:5]2[CH2:6][CH2:7][CH:8]([CH2:10][CH2:11][C:12]([O:14][CH2:15][CH3:16])=[O:13])[O:9][C:4]=2[C:3]=1[CH2:19][CH2:20][CH3:21]. Reported procedure: The title compound was prepared by the method of Example 11 using 3.0 g (10.3 mmole) of the product of Example 27 and 1.3 ml (15 mmole) of epibromohydrin as starting materials. Structure assignment was supported by nmr and infrared spectra. Starting materials: BrC1=CC(=C(C=2C=C(OC21)CBr)F)F (7-bromo-2-bromomethyl-4,5-difluoro-1-benzofuran), CO.C[O-].[Na+] (sodium methoxide methanol). Run in CO (methanol). The product is BrC1=CC(=C(C=2C=C(OC21)COC)F)F (7-bromo-4,5-difluoro-2-(methoxymethyl)-1-benzofuran). Isolated yield 80.0%. RXN SMILES: [Br:1][C:2]1[C:10]2[O:9][C:8]([CH2:11]Br)=[CH:7][C:6]=2[C:5]([F:13])=[C:4]([F:14])[CH:3]=1.[CH3:15][OH:16].C[O-].[Na+]>CO>[Br:1][C:2]1[C:10]2[O:9][C:8]([CH2:11][O:16][CH3:15])=[CH:7][C:6]=2[C:5]([F:13])=[C:4]([F:14])[CH:3]=1 |f:1.2.3|. Reported procedure: The compound (489 mg, 1.50 mmol) of Step 1 of Example 54 was dissolved in methanol (7 mL), and a 25% sodium methoxide methanol solution (1.5 mL) were added thereto, and heated under reflux for 3 hours. The resultant was returned to room temperature, and the solvent was distilled away under reduced pressure. The resulting residue was diluted with ethyl acetate, washed with water and saturated brine, and then dried over anhydrous magnesium sulfate. The solvent was distilled away under reduced pres... Reactants: CCCCCCCCC1=CC1C(=O)O, O=C(Cl)C(=O)Cl. Yields the product CCCCCCCCC1=CC1C(=O)Cl. RXN SMILES: [CH2:1]([CH2:2][CH2:3][CH2:4][CH2:5][CH2:6][CH2:7][CH3:8])[C:9]1=[CH:11][CH:10]1[C:12](=[O:13])[OH:14].[Cl:15][C:16]([C:17]([Cl:18])=[O:19])=[O:20]>>[CH2:1]([CH2:2][CH2:3][CH2:4][CH2:5][CH2:6][CH2:7][CH3:8])[C:9]1=[CH:11][CH:10]1[C:12](=[O:14])[Cl:15]. The reactants are S(=O)(=O)([O-])[O-].[Mg+2] (magnesium sulfate), COC=1C=C2C(=CNC2=CC1)CC(=O)O ((5-methoxyindol-3-yl)acetic acid), [H-].[Al+3].[Li+].[H-].[H-].[H-] (lithium aluminum hydride). The solvent is O1CCCC1 (tetrahydrofuran), C(C)OCC (ethyl ether). Product: COC=1C=C2C(=CNC2=CC1)CCO (2-(5-Methoxyindol-3-yl)ethanol). RXN SMILES: [CH3:1][O:2][C:3]1[CH:4]=[C:5]2[C:9](=[CH:10][CH:11]=1)[NH:8][CH:7]=[C:6]2[CH2:12][C:13](O)=[O:14].[H-].[Al+3].[Li+].[H-].[H-].[H-].S([O-])([O-])(=O)=O.[Mg+2]>O1CCCC1.C(OCC)C>[CH3:1][O:2][C:3]1[CH:4]=[C:5]2[C:9](=[CH:10][CH:11]=1)[NH:8][CH:7]=[C:6]2[CH2:12][CH2:13][OH:14] |f:1.2.3.4.5.6,7.8|. Reported procedure: A solution of 15 g of (5-methoxyindol-3-yl)acetic acid (0.073 mol) in 100 ml of tetrahydrofuran is added to a suspension of 2.1 g (0.219 mol) of lithium aluminum hydride in 100 ml of ethyl ether and the reaction mixture is brought to reflux for 6 hours. The reaction mixture is then hydrolyzed with 80 ml of a saturated aqueous magnesium sulfate solution. The whole mixture is filtered through celite and the solvents are evaporated under vacuum. The residue is taken up in a small amount of water an...